This data is from the Open Reaction Database (ORD), a public repository of structured organic reaction records. The task is: describe an organic reaction: reactants, conditions, products, and yield Starting materials: O=C([O-])O, COc1ccc(C(Nc2ccc(-c3noc(C)n3)cc2)C(N)=S)cc1OC, CCOC(C)=O, ClCCl, [Na+]. Yields the product COc1ccc(C(Nc2ccc(-c3noc(C)n3)cc2)C(=N)SC)cc1OC. RXN SMILES: [C:34](=[O:35])([O-:36])[OH:37].[CH3:1][O:2][c:3]1[cH:4][c:5]([CH:11]([C:12](=[S:13])[NH2:14])[NH:15][c:16]2[cH:17][cH:18][c:19](-[c:22]3[n:23][o:24][c:25]([CH3:27])[n:26]3)[cH:20][cH:21]2)[cH:6][cH:7][c:8]1[O:9][CH3:10].[CH3:28][CH2:29][O:30][C:31](=[O:32])[CH3:33].[Cl:39][CH2:40][Cl:41].[Na+:38]>>[CH3:1][O:2][c:3]1[cH:4][c:5]([CH:11]([C:12]([S:13][CH3:28])=[NH:14])[NH:15][c:16]2[cH:17][cH:18][c:19](-[c:22]3[n:23][o:24][c:25]([CH3:27])[n:26]3)[cH:20][cH:21]2)[cH:6][cH:7][c:8]1[O:9][CH3:10]. Reactants: COC(=O)c1ccc(CN=[N+]=[N-])cc1-c1ccccc1, COC(=O)C(N)CCSC, COC(=O)C(CCSC)NC(=O)c1ccc(N)cc1-c1ccccc1, CO, Cl, Cl, [Na+], [OH-]. Product: COC(=O)C(CCSC)NC(=O)c1ccc(CN=[N+]=[N-])cc1-c1ccccc1. As a reaction SMILES: [CH3:1][O:2][C:3]([c:4]1[c:5](-[c:14]2[cH:15][cH:16][cH:17][cH:18][cH:19]2)[cH:6][c:7]([CH2:10][N:11]=[N+:12]=[N-:13])[cH:8][cH:9]1)=[O:20].[CH3:24][O:25][C:26]([CH:27]([NH2:28])[CH2:29][CH2:30][S:31][CH3:32])=[O:33].[CH3:35][O:36][C:37](=[O:38])[CH:39]([CH2:40][CH2:41][S:42][CH3:43])[NH:44][C:45](=[O:46])[c:47]1[cH:48][cH:49][c:50]([NH2:51])[cH:52][c:53]1-[c:54]1[cH:55][cH:56][cH:57][cH:58][cH:59]1.[CH3:60][OH:61].[ClH:23].[ClH:34].[Na+:22].[OH-:21]>>[C:3]([c:4]1[c:5](-[c:14]2[cH:15][cH:16][cH:17][cH:18][cH:19]2)[cH:6][c:7]([CH2:10][N:11]=[N+:12]=[N-:13])[cH:8][cH:9]1)(=[O:20])[NH:28][CH:27]([C:26]([O:25][CH3:24])=[O:33])[CH2:29][CH2:30][S:31][CH3:32]. Reactants: CC1=NC=NC(=C1C(=O)O)C (4,6-dimethyl-pyrimidine-5-carboxylic acid), C(C1=CC=CC=C1)N1CC2CNCC2C1 (2-benzyl-octahydro-pyrrolo[3,4-c]pyrrole), CCN=C=NCCCN(C)C (EDCI), C=1C=CC2=C(C1)N=NN2O (HOBt), CCN(C(C)C)C(C)C (DIPEA). Run in C(Cl)Cl (DCM). Conditions: time 8 hour. Yields the product C(C1=CC=CC=C1)N1CC2C(C1)CN(C2)C(=O)C=2C(=NC=NC2C)C ((5-benzyl-hexahydro-pyrrolo[3,4-c]pyrrol-2-yl)-(4,6-dimethyl-pyrimidin-5-yl)-methanone). Yield: 79.9%. As a reaction SMILES: [CH3:1][C:2]1[C:7]([C:8]([OH:10])=O)=[C:6]([CH3:11])[N:5]=[CH:4][N:3]=1.[CH2:12]([N:19]1[CH2:26][CH:25]2[CH:21]([CH2:22][NH:23][CH2:24]2)[CH2:20]1)[C:13]1[CH:18]=[CH:17][CH:16]=[CH:15][CH:14]=1.CCN=C=NCCCN(C)C.C1C=CC2N(O)N=NC=2C=1.CCN(C(C)C)C(C)C>C(Cl)Cl>[CH2:12]([N:19]1[CH2:26][CH:25]2[CH2:24][N:23]([C:8]([C:7]3[C:2]([CH3:1])=[N:3][CH:4]=[N:5][C:6]=3[CH3:11])=[O:10])[CH2:22][CH:21]2[CH2:20]1)[C:13]1[CH:14]=[CH:15][CH:16]=[CH:17][CH:18]=1. Procedure details: step 1—To a mixture of 4,6-dimethyl-pyrimidine-5-carboxylic acid (0.85 g, 5.58 mmol, T. J. Kress et. al. Heterocycles 1994 38:1375) and 4a (1.13 g, 5.58 mmol, C. J. Ohnmacht et al. J. Heterocycl. Chem. 1983 20:321) in DCM (25 mL) at RT was added sequentially EDCI (1.43 g, 6.7 mmol), HOBt (0.9 g, 6.7 mmol) and DIPEA (3.9 mL, 22.34 mmol) and the mixture was stirred overnight at RT. The reaction mixture was washed with 5% NaHCO3 solution, dried (MgSO4) and concentrated in vacuo. The crude product w...